This data is from the Open Reaction Database (ORD), a public repository of structured organic reaction records. The task is: describe an organic reaction: reactants, conditions, products, and yield Yields the product CC(C)(C)OC(NC(N1CCNCC1)=NC(OC(C)(C)C)=O)=O (bis(2-methyl-2-propanyl)(1-piperazinylmethylylidene)biscarbamate). RXN SMILES: [CH3:1][C:2]([O:5][C:6]([NH:8][C:9]([N:18]1[CH2:23][CH2:22][N:21](C(OCC2C=CC=CC=2)=O)[CH2:20][CH2:19]1)=[N:10][C:11]([O:13][C:14]([CH3:17])([CH3:16])[CH3:15])=[O:12])=[O:7])([CH3:4])[CH3:3]>C(O)C.[Pd]>[CH3:17][C:14]([O:13][C:11](=[O:12])[NH:10][C:9](=[N:8][C:6](=[O:7])[O:5][C:2]([CH3:4])([CH3:3])[CH3:1])[N:18]1[CH2:19][CH2:20][NH:21][CH2:22][CH2:23]1)([CH3:15])[CH3:16]. The yield is 163.1%. Reaction conditions: time 2 hour. Reagents/catalysts: [Pd] (Pd/C). Starting materials: CC(C)(C)OC(=O)NC(=NC(=O)OC(C)(C)C)N1CCN(CC1)C(=O)OCC1=CC=CC=C1 (benzyl 4-(N,N′-bis{[(2-methyl-2-propanyl)oxy]carbonyl}carbamimidoyl)-1-piperazinecarboxylate). Run in C(C)O (ethanol). Reported procedure: To a solution of the compound prepared in Example 27 (0.045 g, 0.056 mmol) in ethanol (10 mL) was added Pd/C (20% by wt, 0.010 g). The reaction was stirred under an atmosphere of hydrogen (40 psi) at room temperature for 2 h. The reaction mixture was filtered through diatomaceous earth and the filtrate concentrated to afford the title compound (0.03 g, 69%) as a pale green solid. Product: CC(C)(C)OC(=O)N1CCC(C(C(=O)O)c2ccc(F)cc2)CC1. Starting materials: [C+4], CC(C)(C)OC(=O)N1CC=C(C(C(=O)O)c2ccc(F)cc2)CC1, CO, [OH-], [OH-], [OH-], [OH-], [OH-], [OH-], [Pd+2]. Reaction SMILES: [C+4:27].[C:1]([CH3:2])([CH3:3])([CH3:4])[O:5][C:6](=[O:7])[N:8]1[CH2:9][CH2:10][C:11]([CH:14]([c:15]2[cH:16][cH:17][c:18]([F:21])[cH:19][cH:20]2)[C:22](=[O:23])[OH:24])=[CH:12][CH2:13]1.[CH3:25][OH:26].[OH-:28].[OH-:30].[OH-:31].[OH-:32].[OH-:33].[OH-:34].[Pd+2:29]>>[C:1]([CH3:2])([CH3:3])([CH3:4])[O:5][C:6](=[O:7])[N:8]1[CH2:9][CH2:10][CH:11]([CH:14]([c:15]2[cH:16][cH:17][c:18]([F:21])[cH:19][cH:20]2)[C:22](=[O:23])[OH:24])[CH2:12][CH2:13]1.